Dataset: the Open Reaction Database (ORD), a public repository of structured organic reaction records. Task: describe an organic reaction: reactants, conditions, products, and yield Reported procedure: 5 g of cyclohexanone oxime, 0.5 g of calcium oxide in 50 ml of hexamethyltriamidophosphate are heated with a 3-fold molar excess of acetylene (with reference to the stoichiometric amount thereof) to the temperature of 170° C in a one-liter rotary autoclave (maximal pressure is 30 atm). The cooled mixture is extracted with vinyl butyl ether and the extract is distilled to give 1.8 g (yield of 30%) of 1-vinyl-4,5,6,7-tetrahydroindole. The product is C(=C)N1C=CC=2CCCCC12 (1-vinyl-4,5,6,7-tetrahydroindole). Yield: 30.0%. Reaction SMILES: [C:1]1(=NO)[CH2:6][CH2:5][CH2:4][CH2:3][CH2:2]1.[O-2].[Ca+2].[CH:11]#[CH:12].[CH3:13][N:14]([CH3:23])P(N(C)C)(N(C)C)=O>>[CH:11]([N:14]1[C:23]2[CH2:5][CH2:4][CH2:3][CH2:2][C:1]=2[CH:6]=[CH:13]1)=[CH2:12] |f:1.2|. Starting materials: C1(CCCCC1)=NO (cyclohexanone oxime), [O-2].[Ca+2] (calcium oxide), C#C (acetylene), CN(P(=O)(N(C)C)N(C)C)C (hexamethyltriamidophosphate). Reactants: CN1C=2C=CC(=CC2N(C(=O)CC1=O)C=3C=CC=CC3)Cl (clobazam), [OH-].[K+] (potassium hydroxide). The solvent is CO (methanol), CO (methanol). Run at time 24 hour. Product: CN1C(CC(N(C2=C1C=CC=C2)C2=CC=CC=C2)=O)=O (1-methyl-5-phenyl-1H-1,5-benzodiazepine-2,4-(3H, 5H)-dione). The yield is 84.1%. Reaction SMILES: [CH3:1][N:2]1[C:13](=[O:14])[CH2:12][C:10](=[O:11])[N:9]([C:15]2[CH:16]=[CH:17][CH:18]=[CH:19][CH:20]=2)[C:8]2[CH:7]=[C:6](Cl)[CH:5]=[CH:4][C:3]1=2.[OH-].[K+]>CO>[CH3:1][N:2]1[C:3]2[CH:4]=[CH:5][CH:6]=[CH:7][C:8]=2[N:9]([C:15]2[CH:20]=[CH:19][CH:18]=[CH:17][CH:16]=2)[C:10](=[O:11])[CH2:12][C:13]1=[O:14] |f:1.2|. Procedure: A suspension of 103 g of clobazam, 1 liter of methanol, 23 g of potassium hydroxide in solution in 400 ml of methanol and 50 g of Raney's nickel washed beforehand with water and with methanol, was hydrogenated for 24 hours under a pressure of 800 mbars. 1 liter of methylene chloride was added and the catalyst was filtered off. The solvents were concentrated under reduced pressure and the residue was taken up in methylene chloride. The mixture was washed with water, dried over magnesium sulfate a... Reactants: CC(C)=O, CO, [Li+], O=C1C=CC(=O)O1, [OH-]. Product: [Li+], COC(=O)C=CC(=O)[O-]. As a reaction SMILES: [CH3:10][C:11]([CH3:12])=[O:13].[CH3:14][OH:15].[Li+:8].[O:1]=[C:2]1[O:3][C:4](=[O:5])[CH:6]=[CH:7]1.[OH-:9]>>[Li+:8].[O:1]=[C:2]([CH:7]=[CH:6][C:4]([O-:3])=[O:5])[O:13][CH3:11].